The task is: describe an organic reaction: reactants, conditions, products, and yield. This data is from the Open Reaction Database (ORD), a public repository of structured organic reaction records. The product is Cn1cc(NC(=O)c2cc(NC(=O)c3cc([N+](=O)[O-])cn3C)cn2C)cc1C(=O)NCCNC(=N)N, Cl. Reactants: O=C([O-])O, Cn1cc(NC(=O)c2cc(NC(=O)c3cc([N+](=O)[O-])cn3C)cn2C)cc1C(=O)O, Cl, Cl, N=C(N)NCCN, [Na+], CN(C)C=O, O, On1nnc2ccccc21. Reaction SMILES: [C:51](=[O:52])([OH:53])[O-:54].[CH3:1][n:2]1[c:3]([C:28](=[O:29])[OH:30])[cH:4][c:5]([NH:7][C:8](=[O:9])[c:10]2[n:11]([CH3:27])[cH:12][c:13]([NH:15][C:16](=[O:17])[c:18]3[n:19]([CH3:26])[cH:20][c:21]([N+:23](=[O:24])[O-:25])[cH:22]3)[cH:14]2)[cH:6]1.[ClH:31].[ClH:32].[NH2:33][CH2:34][CH2:35][NH:36][C:37](=[NH:38])[NH2:39].[Na+:55].[O:56]=[CH:57][N:58]([CH3:59])[CH3:60].[OH2:40].[OH:41][n:42]1[c:43]2[cH:44][cH:45][cH:46][cH:47][c:48]2[n:49][n:50]1>>[CH3:1][n:2]1[c:3]([C:28](=[O:29])[NH:33][CH2:34][CH2:35][NH:36][C:37](=[NH:38])[NH2:39])[cH:4][c:5]([NH:7][C:8](=[O:9])[c:10]2[n:11]([CH3:27])[cH:12][c:13]([NH:15][C:16](=[O:17])[c:18]3[n:19]([CH3:26])[cH:20][c:21]([N+:23](=[O:24])[O-:25])[cH:22]3)[cH:14]2)[cH:6]1.[ClH:31].